From a dataset of the Open Reaction Database (ORD), a public repository of structured organic reaction records. describe an organic reaction: reactants, conditions, products, and yield Reactants: C(C)(C)(C)C1=CC(=C(C=N1)C=1N([C@]([C@](N1)(C)C1=CC=C(C=C1)Cl)(C)C1=CC=C(C=C1)Cl)C(=O)N1CCC(CC1)CC(=O)O)OCC ({1-[(4S,5R)-2-(6-tert-butyl-4-ethoxy-pyridin-3-yl)-4,5-bis-(4-chloro-phenyl)-4,5-dimethyl-4,5-dihydro-imidazole-1-carbonyl]-piperidin-4-yl}-acetic acid), C(C)OC1CCNCC1 (4-ethoxypiperidine). Yields the product C(C)(C)(C)C1=CC(=C(C=N1)C=1N([C@]([C@](N1)(C)C1=CC=C(C=C1)Cl)(C)C1=CC=C(C=C1)Cl)C(=O)N1CCC(CC1)CC(=O)N1CCC(CC1)OCC)OCC (2-{1-[(4S,5R)-2-(6-tert-Butyl-4-ethoxy-pyridin-3-yl)-4,5-bis-(4-chloro-phenyl)-4,5-dimethyl-4,5-dihydro-imidazole-1-carbonyl]-piperidin-4-yl}-1-(4-ethoxy-piperidin-1-yl)-ethanone). Reaction SMILES: [C:1]([C:5]1[N:10]=[CH:9][C:8]([C:11]2[N:12]([C:32]([N:34]3[CH2:39][CH2:38][CH:37]([CH2:40][C:41](O)=[O:42])[CH2:36][CH2:35]3)=[O:33])[C@@:13]([C:25]3[CH:30]=[CH:29][C:28]([Cl:31])=[CH:27][CH:26]=3)([CH3:24])[C@@:14]([C:17]3[CH:22]=[CH:21][C:20]([Cl:23])=[CH:19][CH:18]=3)([CH3:16])[N:15]=2)=[C:7]([O:44][CH2:45][CH3:46])[CH:6]=1)([CH3:4])([CH3:3])[CH3:2].[CH2:47]([O:49][CH:50]1[CH2:55][CH2:54][NH:53][CH2:52][CH2:51]1)[CH3:48]>>[C:1]([C:5]1[N:10]=[CH:9][C:8]([C:11]2[N:12]([C:32]([N:34]3[CH2:39][CH2:38][CH:37]([CH2:40][C:41]([N:53]4[CH2:54][CH2:55][CH:50]([O:49][CH2:47][CH3:48])[CH2:51][CH2:52]4)=[O:42])[CH2:36][CH2:35]3)=[O:33])[C@@:13]([C:25]3[CH:30]=[CH:29][C:28]([Cl:31])=[CH:27][CH:26]=3)([CH3:24])[C@@:14]([C:17]3[CH:22]=[CH:21][C:20]([Cl:23])=[CH:19][CH:18]=3)([CH3:16])[N:15]=2)=[C:7]([O:44][CH2:45][CH3:46])[CH:6]=1)([CH3:4])([CH3:2])[CH3:3]. Reported procedure: In a manner analogous to the method described in example 163, {1-[(4S,5R)-2-(6-tert-butyl-4-ethoxy-pyridin-3-yl)-4,5-bis-(4-chloro-phenyl)-4,5-dimethyl-4,5-dihydro-imidazole-1-carbonyl]-piperidin-4-yl}-acetic acid was reacted with 4-ethoxypiperidine (VWR) to give the title product. LC-MS (ES+) 776 [(M+H)+]. Reactants: S1C2=C(C=C1)C(=CC=C2)N2CCN(CC2)CCCCN2C(C1=CC=CC=C1CC2)=O (2-[4-(4-benzo[b]thiophen-4-yl-piperazin-1-yl)butyl]-3,4-dihydro-2H-isoquinolin-1-one), ClCCCCN1C(C2=CC=CC=C2CC1)=O (2-(4-chlorobutyl)-3,4-dihydro-2H-isoquinolin-1-one), C(C)O.Cl (hydrochloric acid ethanol). Run in C(C)O (ethanol). Product: Cl.S1C2=C(C=C1)C(=CC=C2)N2CCN(CC2)CCCCN2C(C1=CC=CC=C1CC2)=O (2-[4-(4-benzo[b]thiophen-4-yl-piperazin-1-yl)butyl]-3,4-dihydro-2H-isoquinolin-1-one hydrochloride). Reaction SMILES: [S:1]1[CH:5]=[CH:4][C:3]2[C:6]([N:10]3[CH2:15][CH2:14][N:13]([CH2:16][CH2:17][CH2:18][CH2:19][N:20]4[CH2:29][CH2:28][C:27]5[C:22](=[CH:23][CH:24]=[CH:25][CH:26]=5)[C:21]4=[O:30])[CH2:12][CH2:11]3)=[CH:7][CH:8]=[CH:9][C:2]1=2.[Cl:31]CCCCN1CCC2C(=CC=CC=2)C1=O.C(O)C.Cl>C(O)C>[ClH:31].[S:1]1[CH:5]=[CH:4][C:3]2[C:6]([N:10]3[CH2:15][CH2:14][N:13]([CH2:16][CH2:17][CH2:18][CH2:19][N:20]4[CH2:29][CH2:28][C:27]5[C:22](=[CH:23][CH:24]=[CH:25][CH:26]=5)[C:21]4=[O:30])[CH2:12][CH2:11]3)=[CH:7][CH:8]=[CH:9][C:2]1=2 |f:2.3,5.6|. Reported procedure: By a similar method as in Example 1, 2-[4-(4-benzo[b]thiophen-4-yl-piperazin-1-yl)butyl]-3,4-dihydro-2H-isoquinolin-1-one was prepared from 2-(4-chlorobutyl)-3,4-dihydro-2H-isoquinolin-1-one, and after it was made into an ethanol solution, 1N hydrochloric acid ethanol solution was added thereto, precipitated crystals were separated by filtration, recrystallized from a mixed solvent of isopropyl alcohol-ethanol and thereby 2-[4-(4-benzo[b]thiophen-4-yl-piperazin-1-yl)butyl]-3,4-dihydro-2H-isoquin... The reactants are C(CC)C(CCCC1NCCOC1)CCC (3-(4-propylheptyl)morpholine), C1CCO1 (trimethyleneoxide). Solvent: C(C)O (ethanol). The product is C(CC)C(CCCC1N(CCOC1)CCCO)CCC (3-(4-propyl-heptyl)-4-(3-hydroxypropyl)morpholine). Yield: 86.2%. Reaction SMILES: [CH2:1]([CH:4]([CH2:14][CH2:15][CH3:16])[CH2:5][CH2:6][CH2:7][CH:8]1[CH2:13][O:12][CH2:11][CH2:10][NH:9]1)[CH2:2][CH3:3].[CH2:17]1[O:20][CH2:19][CH2:18]1>C(O)C>[CH2:14]([CH:4]([CH2:1][CH2:2][CH3:3])[CH2:5][CH2:6][CH2:7][CH:8]1[CH2:13][O:12][CH2:11][CH2:10][N:9]1[CH2:17][CH2:18][CH2:19][OH:20])[CH2:15][CH3:16]. Procedure: A mixture of 22.7 grams (0.1 mole) of 3-(4-propylheptyl)morpholine, 6.4 grams (0.11 moles) trimethyleneoxide and 150 ml. 96% ethanol was kept at 150°-200° C. for 15 hours in an autoclave. Distillation of the reaction mixture gave 24.6 g (86%) of 3-(4-propyl-heptyl)-4-(3-hydroxypropyl)morpholine), boiling point 122°-124° C./0.01 mm Hg. Starting materials: [H-].[Na+] (sodium hydride), C(CCCCCCCCCCCCCCCCC)S (n-octadecanethiol), S(=O)(=O)(C1=CC=C(C)C=C1)OCCOCCOCCOCCOCCOCCOCCOCCOCCO (nonaethylene glycol monotosylate). The solvent is COCCOC (1,2-dimethoxyethane), COCCOC (1.2-dimethoxyethane). Conditions: temperature 85 celsius, time 2 hour. Yields the product C(COCCOCCOCCOCCOCCOCCOCCOCCSCCCCCCCCCCCCCCCCCC)O (3,6,9,12,15,18,21,24-octaoxa-27-thiapentatetracontanol). Yield: 100.0%. RXN SMILES: [CH2:1]([SH:19])[CH2:2][CH2:3][CH2:4][CH2:5][CH2:6][CH2:7][CH2:8][CH2:9][CH2:10][CH2:11][CH2:12][CH2:13][CH2:14][CH2:15][CH2:16][CH2:17][CH3:18].[H-].[Na+].S(O[CH2:33][CH2:34][O:35][CH2:36][CH2:37][O:38][CH2:39][CH2:40][O:41][CH2:42][CH2:43][O:44][CH2:45][CH2:46][O:47][CH2:48][CH2:49][O:50][CH2:51][CH2:52][O:53][CH2:54][CH2:55][O:56][CH2:57][CH2:58][OH:59])(C1C=CC(C)=CC=1)(=O)=O>COCCOC>[CH2:58]([OH:59])[CH2:57][O:56][CH2:55][CH2:54][O:53][CH2:52][CH2:51][O:50][CH2:49][CH2:48][O:47][CH2:46][CH2:45][O:44][CH2:43][CH2:42][O:41][CH2:40][CH2:39][O:38][CH2:37][CH2:36][O:35][CH2:34][CH2:33][S:19][CH2:1][CH2:2][CH2:3][CH2:4][CH2:5][CH2:6][CH2:7][CH2:8][CH2:9][CH2:10][CH2:11][CH2:12][CH2:13][CH2:14][CH2:15][CH2:16][CH2:17][CH3:18] |f:1.2|. Procedure: To a heated (40° C.) solution of 20.1 g (0.97 mole) of n-octadecanethiol in 200 ml of dried 1.2-dimethoxyethane was slowly added under argon 0.07 mole (3.4 g., 50%) of sodium hydride (rinsed with hexane to remove the mineral oil) slurried in 1,2-dimethoxyethane. The reaction mixture was then heated at reflux (85° C.) with stirring for 2 hrs. A solution of 40 g. (0.07 mole) of the nonaethylene glycol monotosylate in 200 ml. 1,2-dimethoxyethane was added dropwise and the reaction mixture allowed t... Reactants: FC(C1=CC=C(C=C1)B(O)O)(F)F ((4-(trifluoromethyl)phenyl)boronic acid), BrC=1SC=CN1 (2-bromo thiazole). Yields the product FC(C1=CC=C(C=C1)C=1SC=CN1)(F)F (2-(4-(Trifluoromethyl)phenyl)thiazole). RXN SMILES: [F:1][C:2]([F:13])([F:12])[C:3]1[CH:8]=[CH:7][C:6](B(O)O)=[CH:5][CH:4]=1.Br[C:15]1[S:16][CH:17]=[CH:18][N:19]=1>>[F:1][C:2]([F:13])([F:12])[C:3]1[CH:8]=[CH:7][C:6]([C:15]2[S:16][CH:17]=[CH:18][N:19]=2)=[CH:5][CH:4]=1. Procedure details: Using (4-(trifluoromethyl)phenyl)boronic acid (0.5 g, 3.06 mmol) and 2-bromo thiazole (1.1 g, 61.3 mmol) and following the procedure described in Example 7, Step 1, the title compound was obtained after purification by flash chromatography (60-120 mesh, 2% ethyl acetate in hexane) as white solid (0.5 g, 83% Yield). 1H NMR (400 MHz, DMSO-d6): δ 8.15 (d, 2H), 8.00 (d, 1H), 7.90 (d, 1H), 7.85 (d, 2H); LC-MS m/z calculated for [M+H]+ 230.02. found 230.1. Yields the product C1(=CC=CC=C1)CC(=O)N1CC2CCC(C1)O2 (3-phenylacetyl-8-oxa-3-azabicyclo(3.2.1)octane). Procedure: Phenylacetyl chloride (15.46 grams, 0.1 mole) (Aldrich Chemical Co., Inc., Milwaukee, Wisconsin) was slowly added to a mixture of 8-oxa-3-azabicyclo(3.2.1)octane hydrochloride (product of Example 3) (14.96 grams, 0.1 mole) and sodium hydroxide (10 grams) in 300 ml water at 10° C. After the addition of phenylacetyl chloride, the reaction mixture was stirred at room temperature for 2 hours. The crystalline solid (22.1 grams, 95.6%) which separated was filtered off, washed with water, and finally r... RXN SMILES: [C:1]1([CH2:7][C:8](Cl)=[O:9])[CH:6]=[CH:5][CH:4]=[CH:3][CH:2]=1.Cl.[CH:12]12[O:19][CH:16]([CH2:17][CH2:18]1)[CH2:15][NH:14][CH2:13]2.[OH-].[Na+]>O>[C:1]1([CH2:7][C:8]([N:14]2[CH2:13][CH:12]3[O:19][CH:16]([CH2:17][CH2:18]3)[CH2:15]2)=[O:9])[CH:6]=[CH:5][CH:4]=[CH:3][CH:2]=1 |f:1.2,3.4|. Run at time 2 hour. Starting materials: C1(=CC=CC=C1)CC(=O)Cl (Phenylacetyl chloride), Cl.C12CNCC(CC1)O2 (8-oxa-3-azabicyclo(3.2.1)octane hydrochloride), product, [OH-].[Na+] (sodium hydroxide), C1(=CC=CC=C1)CC(=O)Cl (phenylacetyl chloride). The solvent is O (water).